This data is from the Open Reaction Database (ORD), a public repository of structured organic reaction records. The task is: describe an organic reaction: reactants, conditions, products, and yield Starting materials: S1C(=NC=C1)C=O (thiazole-2-carboxaldehyde), 3, C(#N)C(N1CCN(CC1)C(=O)OC(C)(C)C)P(=O)(OCC)OCC (tert-butyl 4-(cyano(diethoxyphosphoryl)methyl)piperazine-1-carboxylate), C[Si](C)(C)[N-][Si](C)(C)C.[Na+] (Sodium bis trimethylsilyl amide). The solvent is C1CCOC1 (THF), C1CCOC1 (THF). Conditions: time 30 minute. Yields the product C(#N)C(=CC=1SC=CN1)N1CCN(CC1)C(=O)OC(C)(C)C (tert-butyl 4-(1-cyano-2-(thiazol-2-yl)vinyl)piperazine-1-carboxylate). As a reaction SMILES: [C:1]([CH:3](P(OCC)(OCC)=O)[N:4]1[CH2:9][CH2:8][N:7]([C:10]([O:12][C:13]([CH3:16])([CH3:15])[CH3:14])=[O:11])[CH2:6][CH2:5]1)#[N:2].C[Si]([N-][Si](C)(C)C)(C)C.[Na+].[S:35]1[CH:39]=[CH:38][N:37]=[C:36]1[CH:40]=O>C1COCC1>[C:1]([C:3]([N:4]1[CH2:5][CH2:6][N:7]([C:10]([O:12][C:13]([CH3:14])([CH3:15])[CH3:16])=[O:11])[CH2:8][CH2:9]1)=[CH:40][C:36]1[S:35][CH:39]=[CH:38][N:37]=1)#[N:2] |f:1.2|. Procedure details: In a 100 ml 3 necked round bottle flask, tert-butyl 4-(cyano(diethoxyphosphoryl)methyl)piperazine-1-carboxylate (5.0 g) was taken in dry THF (25 ml) under nitrogen. Sodium bis trimethylsilyl amide (3.0 g) was added drop wise at 0° C. and stirred for 30 min, then thiazole-2-carboxaldehyde (1.60 g) in 15 ml dry THF was added drop wise to the above reaction mixture at 0° C. Reaction mixture was stirred at room temperature for overnight. TLC was checked no starting material and the reaction mixture ... The reactants are [I-].C(C)(C)[P+](C1=CC=CC=C1)(C1=CC=CC=C1)C1=CC=CC=C1 (isopropyl triphenylphosphonium iodide), C(CCC)[Li] (n-butyllithium), C(C)OC(C=CC1=CC(=CC=C1)C(F)(F)F)=O (Ethyl-3-trifluoromethylcinnamate). Solvent: O1CCCC1 (tetrahydrofuran). Reaction conditions: time 20 hour. The product is C(CCC)OC(=O)[C@@H]1C([C@H]1C1=CC(=CC=C1)C(F)(F)F)(C)C ((±)-n-butyl-[trans-3-(3-trifluoromethylphenyl)-2,2-dimethylcyclopropyl]-formate). Reaction SMILES: [CH2:1]([O:3][C:4](=[O:17])[CH:5]=[CH:6][C:7]1[CH:12]=[CH:11][CH:10]=[C:9]([C:13]([F:16])([F:15])[F:14])[CH:8]=1)[CH3:2].[I-].[CH:19]([P+](C1C=CC=CC=1)(C1C=CC=CC=1)C1C=CC=CC=1)([CH3:21])[CH3:20].[CH2:41]([Li])[CH2:42]CC>O1CCCC1>[CH2:1]([O:3][C:4]([C@H:5]1[C@H:6]([C:7]2[CH:12]=[CH:11][CH:10]=[C:9]([C:13]([F:15])([F:16])[F:14])[CH:8]=2)[C:19]1([CH3:21])[CH3:20])=[O:17])[CH2:2][CH2:41][CH3:42] |f:1.2|. Procedure details: Ethyl-3-trifluoromethylcinnamate (0.98 g) (Example 2) in tetrahydrofuran under nitrogen was treated with the ylid prepared from isopropyl triphenylphosphonium iodide (2.12 g) and n-butyllithium (2.8 ml). After 20 hours at 80° the mixture was worked up in the usual manner. Purification by chromatography (silica; ether/hexane) gave (±)-n-butyl-[trans-3-(3-trifluoromethylphenyl)-2,2-dimethylcyclopropyl]-formate (0.78 g). NMR 1H: 7.22(4H,m), 4.20(2H,m), 2.72(1H,m), 2.00(1H,m), 1.40(7H,m), 0.89(6H,m)...